This data is from the Open Reaction Database (ORD), a public repository of structured organic reaction records. The task is: describe an organic reaction: reactants, conditions, products, and yield Reactants: BrCC(=O)OC(C)(C)C (Tert-butyl bromoacetate), C([O-])([O-])=O.[K+].[K+] (potassium carbonate), BrC=1C(=C(C=CC1)O)C (3-bromo-2-methylphenol). Solvent: CC(=O)C (acetone). Reaction conditions: time 5 hour. Product: C(C)(C)(C)OC(COC1=C(C(=CC=C1)Br)C)=O ((3-bromo-2-methylphenoxy)acetic acid tert-butyl ester). Yield: 101.7%. As a reaction SMILES: Br[CH2:2][C:3]([O:5][C:6]([CH3:9])([CH3:8])[CH3:7])=[O:4].C(=O)([O-])[O-].[K+].[K+].[Br:16][C:17]1[C:18]([CH3:24])=[C:19]([OH:23])[CH:20]=[CH:21][CH:22]=1>CC(C)=O>[C:6]([O:5][C:3](=[O:4])[CH2:2][O:23][C:19]1[CH:20]=[CH:21][CH:22]=[C:17]([Br:16])[C:18]=1[CH3:24])([CH3:9])([CH3:8])[CH3:7] |f:1.2.3|. Reported procedure: Tert-butyl bromoacetate (1.08 mL, 7.27 mmol) and potassium carbonate (2.01 g, 14.55 mmol) were added to a solution of 3-bromo-2-methylphenol (1.29 g, 6.92 mmol) in acetone (17 mL), and the mixture was stirred at room temperature for 5 hours under a nitrogen atmosphere. The mixture was filtered, and the filtrate was evaporated to dryness to give (3-bromo-2-methylphenoxy)acetic acid tert-butyl ester as a pale yellow oil (2.12 g, 100%).